This data is from the Open Reaction Database (ORD), a public repository of structured organic reaction records. The task is: describe an organic reaction: reactants, conditions, products, and yield Starting materials: NS(=O)(=O)c1cccc(Br)c1, O=C([O-])[O-], Cc1cnc(Nc2ccc(OCCN3CCCC3)cc2)nc1N, [Cs+], [Cs+], C1COCCO1, CN(C)C=O, O=C(C=Cc1ccccc1)C=Cc1ccccc1, O=C(C=Cc1ccccc1)C=Cc1ccccc1, O=C(C=Cc1ccccc1)C=Cc1ccccc1, [Pd], [Pd]. The product is Cc1cnc(Nc2ccc(OCCN3CCCC3)cc2)nc1Nc1cccc(S(N)(=O)=O)c1. As a reaction SMILES: [Br:24][c:25]1[cH:26][c:27]([S:31](=[O:32])(=[O:33])[NH2:34])[cH:28][cH:29][cH:30]1.[C:35](=[O:36])([O-:37])[O-:38].[CH3:1][c:2]1[c:3]([NH2:23])[n:4][c:5]([NH:8][c:9]2[cH:10][cH:11][c:12]([O:15][CH2:16][CH2:17][N:18]3[CH2:19][CH2:20][CH2:21][CH2:22]3)[cH:13][cH:14]2)[n:6][cH:7]1.[Cs+:39].[Cs+:40].[O:41]1[CH2:42][CH2:43][O:44][CH2:45][CH2:46]1.[O:47]=[CH:48][N:49]([CH3:50])[CH3:51].[O:54]=[C:55]([CH:56]=[CH:57][c:58]1[cH:59][cH:60][cH:61][cH:62][cH:63]1)[CH:64]=[CH:65][c:66]1[cH:67][cH:68][cH:69][cH:70][cH:71]1.[O:72]=[C:73]([CH:74]=[CH:75][c:76]1[cH:77][cH:78][cH:79][cH:80][cH:81]1)[CH:82]=[CH:83][c:84]1[cH:85][cH:86][cH:87][cH:88][cH:89]1.[O:90]=[C:91]([CH:92]=[CH:93][c:94]1[cH:95][cH:96][cH:97][cH:98][cH:99]1)[CH:100]=[CH:101][c:102]1[cH:103][cH:104][cH:105][cH:106][cH:107]1.[Pd:52].[Pd:53]>>[CH3:1][c:2]1[c:3]([NH:23][c:25]2[cH:26][c:27]([S:31](=[O:32])(=[O:33])[NH2:34])[cH:28][cH:29][cH:30]2)[n:4][c:5]([NH:8][c:9]2[cH:10][cH:11][c:12]([O:15][CH2:16][CH2:17][N:18]3[CH2:19][CH2:20][CH2:21][CH2:22]3)[cH:13][cH:14]2)[n:6][cH:7]1. The reactants are NC1=C(C=C(C=C1)C(C(=O)O)C)Cl (α-(4-amino-3-chlorophenyl)propionic acid), ClCC(CCCl)O (1,4-dichloro-2-butanol), C([O-])([O-])=O.[K+].[K+] (potassium carbonate). The solvent is C(C)O (ethanol). Product: ClC=1C=C(C=CC1N1CC(CC1)O)C(C(=O)O)C (α-[3-chloro-4-(3-hydroxypyrrolidino)-phenyl]-propionic acid). RXN SMILES: [NH2:1][C:2]1[CH:7]=[CH:6][C:5]([CH:8]([CH3:12])[C:9]([OH:11])=[O:10])=[CH:4][C:3]=1[Cl:13].Cl[CH2:15][CH:16]([OH:20])[CH2:17][CH2:18]Cl.C(=O)([O-])[O-].[K+].[K+]>C(O)C>[Cl:13][C:3]1[CH:4]=[C:5]([CH:8]([CH3:12])[C:9]([OH:11])=[O:10])[CH:6]=[CH:7][C:2]=1[N:1]1[CH2:18][CH2:17][CH:16]([OH:20])[CH2:15]1 |f:2.3.4|. Procedure: To the solution of 2.0 g of α-(4-amino-3-chlorophenyl)propionic acid in 20 ml of ethanol, 1.4 g of 1,4-dichloro-2-butanol are added, followed by 4 g of potassium carbonate while stirring. The mixture is stirred for 4 hours at the steam cone and evaporated under reduced pressure. The residue is taken up in water, the solution acidified with N hydrochloric acid to a pH of 5.5 and extracted with diethyl ether. The extract is dried, filtered and evaporated, to yield the α-[3-chloro-4-(3-hydroxypyrro... The reactants are [H-].[H-].[H-].[H-].[Li+].[Al+3] (LAH), ClC1=NSC(=C1COC1=C(C(=C(C=C1F)CCC(=O)OCC)F)F)C1=CC=C(C=C1)CC (ethyl 3-(4-((3-chloro-5-(4-ethylphenyl)isothiazol-4-yl)methoxy)-2,3,5-trifluorophenyl)propanoate). The product is ClC1=NSC(=C1COC1=C(C(=C(C=C1F)CCCO)F)F)C1=CC=C(C=C1)CC (3-(4-((3-chloro-5-(4-ethylphenyl)isothiazol-4-yl)methoxy)-2,3,5-trifluorophenyl)propan-1-ol). RXN SMILES: [H-].[H-].[H-].[H-].[Li+].[Al+3].[Cl:7][C:8]1[C:12]([CH2:13][O:14][C:15]2[C:20]([F:21])=[CH:19][C:18]([CH2:22][CH2:23][C:24](OCC)=[O:25])=[C:17]([F:29])[C:16]=2[F:30])=[C:11]([C:31]2[CH:36]=[CH:35][C:34]([CH2:37][CH3:38])=[CH:33][CH:32]=2)[S:10][N:9]=1>>[Cl:7][C:8]1[C:12]([CH2:13][O:14][C:15]2[C:20]([F:21])=[CH:19][C:18]([CH2:22][CH2:23][CH2:24][OH:25])=[C:17]([F:29])[C:16]=2[F:30])=[C:11]([C:31]2[CH:32]=[CH:33][C:34]([CH2:37][CH3:38])=[CH:35][CH:36]=2)[S:10][N:9]=1 |f:0.1.2.3.4.5|. Reported procedure: The title compound was prepared according to the procedure described in Example 156 following Step 2 by LAH reduction of ethyl 3-(4-((3-chloro-5-(4-ethylphenyl)isothiazol-4-yl)methoxy)-2,3,5-trifluorophenyl)propanoate to afford the desired product as an off-white solid. 1H NMR (400 MHz, CDCl3) 7.65 (d, J=7.5 Hz, 2H), 7.32 (d, J=7.5 Hz, 2H), 6.74 (m, J=5.5 Hz, 1H), 5.10 (s, 2H), 3.72 (t, J=7.0 Hz, 2H), 2.78 (m, J=5.8 Hz, 2H), 1.88 (m, 2H), 1.55 (br, s, 2H), 1.28 (t, J=7.6 Hz, 2H). LCMS (ESI, M/Z)... Reactants: BrC1C(C(CCC1)C(=O)N1CCCCC1)=O (2-Bromo-6-(piperidine-1-carbonyl)-cyclohexanone), C(C1=CC=CC=C1)OCCNC1=CC=CC=C1 ((2-Benzyloxy-ethyl)-phenyl-amine), CC(C)O (propan-2-ol). Reagents/catalysts: [Cl-].[Zn+2].[Cl-] (zinc chloride). Reaction conditions: temperature 50 celsius, time 3 hour. The product is C(C1=CC=CC=C1)OCCN1C2=CC=CC=C2C=2C(CCCC12)C1N(CCCC1)C=O ([9-(2-Benzyloxy-ethyl)-2,3,4,9-tetrahydro-1H-carbazol-4-yl]-piperidin-1-methanone). The yield is 27.0%. Reaction SMILES: Br[CH:2]1[CH2:7][CH2:6][CH2:5][CH:4]([C:8]([N:10]2[CH2:15][CH2:14][CH2:13][CH2:12][CH2:11]2)=O)[C:3]1=O.[CH2:17]([O:24][CH2:25][CH2:26][NH:27][C:28]1[CH:33]=[CH:32][CH:31]=[CH:30][CH:29]=1)[C:18]1[CH:23]=[CH:22][CH:21]=[CH:20][CH:19]=1.CC([OH:37])C>[Cl-].[Zn+2].[Cl-]>[CH2:17]([O:24][CH2:25][CH2:26][N:27]1[C:2]2[CH2:7][CH2:6][CH2:5][CH:4]([CH:8]3[CH2:12][CH2:13][CH2:14][CH2:15][N:10]3[CH:11]=[O:37])[C:3]=2[C:33]2[C:28]1=[CH:29][CH:30]=[CH:31][CH:32]=2)[C:18]1[CH:19]=[CH:20][CH:21]=[CH:22][CH:23]=1 |f:3.4.5|. Procedure details: A mixture of 2-bromo-6-(piperidine-1-carbonyl)-cyclohexanone (20) (1.5 g, 5.2 mmol) and (2-benzyloxy-ethyl)-phenyl-amine (21) (3.2 g, 10.4 mmol) was stirred under N2 at 50° C. for 3 h and the reaction turned brown. The resulting mixture was dissolved in propan-2-ol (5 mL) and dry zinc chloride (2.13 g, 15.6 mmol) was added. The mixture was heated to reflux under N2 for 16 h and then concentrated in vacuo. The residue was dissolved in ethyl acetate (100 mL) and washed with 2 N HCl (30 mL), water ... Reactants: S(C)(=O)(=O)[O-] (mesylate), [Na] (sodium), C(C=1C(S)=CC=CC1)(=O)OC (methyl thiosalicylate), Cl (hydrochloric acid). Run in CO (methanol), O (water), CO (methanol). Conditions: time 5 minute. Product: COC(C1=CC=CC=C1)=O (benzoic acid methyl ester). RXN SMILES: [Na].[C:2]([O:11][CH3:12])(=[O:10])[C:3]1[C:4](=[CH:6][CH:7]=[CH:8][CH:9]=1)S.S([O-])(=O)(=O)C.Cl>CO.O>[CH3:12][O:11][C:2](=[O:10])[C:3]1[CH:4]=[CH:6][CH:7]=[CH:8][CH:9]=1 |^1:0|. Procedure details: To a cooled (0° C.) solution of 27 mg (1.17 m atoms) of sodium in 4 ml of absolute methanol there were added 78 mg (0.47 mmol) of methyl thiosalicylate. After stirring 5 minutes, a solution of 128 mg (0.39 mmol) of the foregoing mesylate in 3 ml of methanol was added. The reaction mixture was stirred at room temperature for 1 hour, diluted with 5 ml of water, acidified with 10% hydrochloric acid, and extracted with methylene chloride (3×6 ml). The combined extracts were washed with brine (5 ml),... Reactants: N1C=NC(=C1)C1=CC=C(C#N)C=C1 (4-(1H-Imidazol-4-yl)-benzonitrile), BrC1=CC(=C(C=C1)Cl)I (4-bromo-1-chloro-2-iodobenzene), C(=O)([O-])[O-].[Cs+].[Cs+] (Cs2CO3), OC=1C=CC=C2C=CC=NC12 (8-hydroxyquinoline), BrCC(=O)C1=CC=C(C#N)C=C1 (4-(2-bromo-acetyl)-benzonitrile). The reagents and catalysts are [Cu]I (CuI). Run in CN(C)C=O.O (DMF H2O). The product is BrC=1C=CC(=C(C1)N1C=NC(=C1)C1=CC=C(C#N)C=C1)Cl (4-[1(5-bromo-2-chlorophenyl)-1H-imidazol-4-yl]-benzonitrile). RXN SMILES: [NH:1]1[CH:5]=[C:4]([C:6]2[CH:13]=[CH:12][C:9]([C:10]#[N:11])=[CH:8][CH:7]=2)[N:3]=[CH:2]1.BrCC(C1C=CC(C#N)=CC=1)=O.[Br:26][C:27]1[CH:32]=[CH:31][C:30]([Cl:33])=[C:29](I)[CH:28]=1.C([O-])([O-])=O.[Cs+].[Cs+].OC1C=CC=C2C=1N=CC=C2>[Cu]I.CN(C=O)C.O>[Br:26][C:27]1[CH:28]=[CH:29][C:30]([Cl:33])=[C:31]([N:1]2[CH:5]=[C:4]([C:6]3[CH:7]=[CH:8][C:9]([C:10]#[N:11])=[CH:12][CH:13]=3)[N:3]=[CH:2]2)[CH:32]=1 |f:3.4.5,8.9|. Procedure details: The compound was prepared according to Liu et al. J. Org. Chem. 2005, 70, 10135. 4-(1H-Imidazol-4-yl)-benzonitrile (75 mg, 0.44 mmol; prepared from 4-(2-bromo-acetyl)-benzonitrile using the method of Lynch et al. J. Am. Chem. Soc. 1994, 116, 11030), 4-bromo-1-chloro-2-iodobenzene (169 mg, 0.532 mmol), Cs2CO3 (577 mg, 1.77 mmol), CuI (3 mg, 0.013 mmol), 8-hydroxyquinoline (2 mg, 0.013 mmol), and DMF/H2O (2 mL; 10:1 solution) were combined in a 10 mL CEM Microwave reaction vessel fitted with magne...